From a dataset of the Open Reaction Database (ORD), a public repository of structured organic reaction records. describe an organic reaction: reactants, conditions, products, and yield The reactants are O=C(CBr)c1ccccc1, CC#N, O, CC(O)c1nccs1. Yields the product [Br-], CC(O)c1scc[n+]1CC(=O)c1ccccc1. As a reaction SMILES: [Br:9][CH2:10][C:11](=[O:12])[c:13]1[cH:14][cH:15][cH:16][cH:17][cH:18]1.[CH3:19][C:20]#[N:21].[OH2:22].[s:1]1[c:2]([CH:6]([CH3:7])[OH:8])[n:3][cH:4][cH:5]1>>[Br-:9].[s:1]1[c:2]([CH:6]([CH3:7])[OH:8])[n+:3]([CH2:10][C:11](=[O:12])[c:13]2[cH:14][cH:15][cH:16][cH:17][cH:18]2)[cH:4][cH:5]1.